From a dataset of the Open Reaction Database (ORD), a public repository of structured organic reaction records. describe an organic reaction: reactants, conditions, products, and yield Reactants: c1ccc(COc2ccc3nc(Oc4ccccc4)ccc3c2)cc1, CO, [Pd]. Product: Oc1ccc2nc(Oc3ccccc3)ccc2c1. As a reaction SMILES: [CH2:1]([O:2][c:3]1[cH:4][cH:5][c:6]2[n:7][c:8]([O:9][c:10]3[cH:11][cH:12][cH:13][cH:14][cH:15]3)[cH:16][cH:17][c:18]2[cH:19]1)[c:20]1[cH:21][cH:22][cH:23][cH:24][cH:25]1.[CH3:26][OH:27].[Pd:28]>>[OH:2][c:3]1[cH:4][cH:5][c:6]2[n:7][c:8]([O:9][c:10]3[cH:11][cH:12][cH:13][cH:14][cH:15]3)[cH:16][cH:17][c:18]2[cH:19]1.